describe an organic reaction: reactants, conditions, products, and yield From a dataset of the Open Reaction Database (ORD), a public repository of structured organic reaction records. The reactants are COc1ccc(OC)c(C(=O)O)c1, CNN, COc1ccc(P2(=S)SP(=S)(c3ccc(OC)cc3)S2)cc1, CN(C)c1ccncc1, C(=NC1CCCCC1)=NC1CCCCC1. Product: COc1ccc(OC)c(C(=S)N(C)N)c1. Reaction SMILES: [CH3:16][O:17][c:18]1[c:19]([C:20]([OH:21])=[O:22])[cH:23][c:24]([O:27][CH3:28])[cH:25][cH:26]1.[CH3:29][NH:30][NH2:31].[CH3:32][O:33][c:34]1[cH:35][cH:36][c:37]([P:38]2(=[S:41])[S:39][P:40]([c:42]3[cH:43][cH:44][c:45]([O:46][CH3:47])[cH:48][cH:49]3)(=[S:50])[S:51]2)[cH:52][cH:53]1.[CH3:54][N:55]([c:56]1[cH:57][cH:58][n:59][cH:60][cH:61]1)[CH3:62].[CH:1]1([N:2]=[C:3]=[N:4][CH:5]2[CH2:6][CH2:7][CH2:8][CH2:9][CH2:10]2)[CH2:11][CH2:12][CH2:13][CH2:14][CH2:15]1>>[CH3:16][O:17][c:18]1[c:19]([C:20]([N:30]([CH3:29])[NH2:31])=[S:41])[cH:23][c:24]([O:27][CH3:28])[cH:25][cH:26]1.